This data is from the Open Reaction Database (ORD), a public repository of structured organic reaction records. The task is: describe an organic reaction: reactants, conditions, products, and yield Reactants: solution, Cl (hydrogen chloride), C(C)(C)(C)OC(=O)N[C@@H](CC1=CNC=N1)C(=O)N[C@@H](C)C(=O)OCCOC1=CC=C(C=C1)C1=C(C(=NC(=C1C#N)N1CCCC1)SCC=1N=C(SC1)C1=CC=C(C=C1)Cl)C#N (2-{4-(2-({(2-(4-chlorophenyl)-1,3-thiazol-4-yl)methyl}sulfanyl)-3,5-dicyano-6-(pyrrolidin-1-yl)pyridin-4-yl)phenoxy}ethyl N-(tert-butoxycarbonyl)-L-histidyl-L-alaninate). Run in C(C)OCC (diethyl ether), ClCCl (dichloromethane). Run at time 6 hour. Product: Cl.Cl.N[C@@H](CC1=CNC=N1)C(=O)N[C@@H](C)C(=O)OCCOC1=CC=C(C=C1)C1=C(C(=NC(=C1C#N)N1CCCC1)SCC=1N=C(SC1)C1=CC=C(C=C1)Cl)C#N (2-{4-(2-({(2-(4-Chlorophenyl)-1,3-thiazol-4-yl)methyl}sulfanyl)-3,5-dicyano-6-(pyrrolidin-1-yl)pyridin-4-yl)phenoxy}ethyl L-histidyl-L-alaninate dihydrochloride). RXN SMILES: C(OC([NH:8][C@H:9]([C:16]([NH:18][C@H:19]([C:21]([O:23][CH2:24][CH2:25][O:26][C:27]1[CH:32]=[CH:31][C:30]([C:33]2[C:38]([C:39]#[N:40])=[C:37]([N:41]3[CH2:45][CH2:44][CH2:43][CH2:42]3)[N:36]=[C:35]([S:46][CH2:47][C:48]3[N:49]=[C:50]([C:53]4[CH:58]=[CH:57][C:56]([Cl:59])=[CH:55][CH:54]=4)[S:51][CH:52]=3)[C:34]=2[C:60]#[N:61])=[CH:29][CH:28]=1)=[O:22])[CH3:20])=[O:17])[CH2:10][C:11]1[N:15]=[CH:14][NH:13][CH:12]=1)=O)(C)(C)C.[ClH:62]>ClCCl.C(OCC)C>[ClH:59].[ClH:62].[NH2:8][C@H:9]([C:16]([NH:18][C@H:19]([C:21]([O:23][CH2:24][CH2:25][O:26][C:27]1[CH:28]=[CH:29][C:30]([C:33]2[C:38]([C:39]#[N:40])=[C:37]([N:41]3[CH2:42][CH2:43][CH2:44][CH2:45]3)[N:36]=[C:35]([S:46][CH2:47][C:48]3[N:49]=[C:50]([C:53]4[CH:58]=[CH:57][C:56]([Cl:59])=[CH:55][CH:54]=4)[S:51][CH:52]=3)[C:34]=2[C:60]#[N:61])=[CH:31][CH:32]=1)=[O:22])[CH3:20])=[O:17])[CH2:10][C:11]1[N:15]=[CH:14][NH:13][CH:12]=1 |f:4.5.6|. Reported procedure: 169 mg (0.192 mmol) of 2-{4-(2-({(2-(4-chlorophenyl)-1,3-thiazol-4-yl)methyl}sulfanyl)-3,5-dicyano-6-(pyrrolidin-1-yl)pyridin-4-yl)phenoxy}ethyl N-(tert-butoxycarbonyl)-L-histidyl-L-alaninate were dissolved in 3 ml dichloromethane, and 1.915 ml of a 1N solution of hydrogen chloride in diethyl ether were added. After 6 hours of stirring, the precipitated solid was filtered off with suction, washed with diethyl ether and dried under reduced pressure. 75 mg (44% of theory) of the target compound we... The reactants are BrC1=C(C=C(C(=C1)F)F)Br (1,2-dibromo-4,5-difluorobenzene), CSC1=CC=C(C=C1)B(O)O (4-methylthiophenylboronic acid), ClC=1C=C(C=CC1F)B(O)O (3-chloro-4-fluorophenylboronic acid). Yields the product ClC=1C=C(C=CC1F)C1=C(C=C(C(=C1)F)F)C1=CC=C(C=C1)SC (1-(3-chloro-4-fluorophenyl)-4,5-difluoro-2-[4-(methylthio)phenyl]benzene). Isolated yield 64.0%. RXN SMILES: Br[C:2]1[CH:7]=[C:6]([F:8])[C:5]([F:9])=[CH:4][C:3]=1Br.[CH3:11][S:12][C:13]1[CH:18]=[CH:17][C:16](B(O)O)=[CH:15][CH:14]=1.[Cl:22][C:23]1[CH:24]=[C:25](B(O)O)[CH:26]=[CH:27][C:28]=1[F:29]>>[Cl:22][C:23]1[CH:24]=[C:25]([C:2]2[CH:7]=[C:6]([F:8])[C:5]([F:9])=[CH:4][C:3]=2[C:16]2[CH:17]=[CH:18][C:13]([S:12][CH3:11])=[CH:14][CH:15]=2)[CH:26]=[CH:27][C:28]=1[F:29]. Reported procedure: Following the general procedure outlined in Synthetic Scheme VII, 4.1 g (15 mmol) of 1,2-dibromo-4,5-difluorobenzene, 3.0 g (18 mmol) of 4-methylthiophenylboronic acid (Example 1, Step 2) and 2.9 g (16.5 mmol) of 3-chloro-4-fluorophenylboronic acid were reacted. Purification by silica gel chromatography gave 3.5 g of 1-(3-chloro-4-fluorophenyl)-4,5-difluoro-2-[4-(methylthio)phenyl]benzene as a semi-solid which was used without further purification. Reactants: FC1=C(CC2=CC=NC=C2)C=C(C=C1)F (4-(2,5-difluorobenzyl)pyridine). Reagents/catalysts: [Pt]=O (platinum oxide). Run in C(C)(=O)O (acetic acid). Conditions: time 3 hour. The product is FC1=C(CC2CCNCC2)C=C(C=C1)F (4-(2,5-Difluorobenzyl)piperidine). Isolated yield 72.9%. As a reaction SMILES: [F:1][C:2]1[CH:14]=[CH:13][C:12]([F:15])=[CH:11][C:3]=1[CH2:4][C:5]1[CH:10]=[CH:9][N:8]=[CH:7][CH:6]=1>C(O)(=O)C.[Pt]=O>[F:1][C:2]1[CH:14]=[CH:13][C:12]([F:15])=[CH:11][C:3]=1[CH2:4][CH:5]1[CH2:6][CH2:7][NH:8][CH2:9][CH2:10]1. Procedure details: A mixture of platinum oxide (0.5 g) and 4-(2,5-difluorobenzyl)pyridine from above in acetic acid (100 ml) was hydrogenated for 3 hr. The catalyst was removed and the solution concentrated in vacuo. The residue was dissolved in water and the solution basified with sodium hydroxide. The basic mixture was extracted with ether and the extracts concentrated in vacuo. The crude oil was vacuum distilled to give the product (5.1 g, 72.9%, bp: 110° C.). A sample of the hydrochloride was prepared in ether... Starting materials: O (water), [OH-].[Na+] (sodium hydroxide), NC=1SC=C(N1)/C(/C(=O)OCC)=N/OCC(N(CC)CC)=O (ethyl 2-(2-amino-4-thiazolyl)-2-[(Z)-[(diethylcarbamoyl)methoxy]imino]-acetate). Run in CO (methanol). Product: NC=1SC=C(N1)/C(/C(=O)O)=N/OCC(N(CC)CC)=O (2-(2-amino-4-thiazolyl)-2-[(Z)-[(diethylcarbamoyl)methoxy]imino]-acetic acid). Yield: 402.7%. RXN SMILES: [NH2:1][C:2]1[S:3][CH:4]=[C:5](/[C:7](=[N:13]/[O:14][CH2:15][C:16](=[O:22])[N:17]([CH2:20][CH3:21])[CH2:18][CH3:19])/[C:8]([O:10]CC)=[O:9])[N:6]=1.O.[OH-].[Na+]>CO>[NH2:1][C:2]1[S:3][CH:4]=[C:5](/[C:7](=[N:13]/[O:14][CH2:15][C:16](=[O:22])[N:17]([CH2:20][CH3:21])[CH2:18][CH3:19])/[C:8]([OH:10])=[O:9])[N:6]=1 |f:2.3|. Procedure: 68.1 g of ethyl 2-(2-amino-4-thiazolyl)-2-[(Z)-[(diethylcarbamoyl)methoxy]imino]-acetate are dissolved in 2.8 l of methanol and 240 ml of water and the solution is treated with 230 ml of 1N aqueous sodium hydroxide solution. The methanol is removed under reduced pressure after 48 hours and the aqueous solution is washed with ethyl acetate. After the addition of 230 ml of 1N aqueous hydrochloric acid, the crystallized acid is filtered off and dried. There are obtained 250.8 g of 2-(2-amino-4-thia...